From a dataset of the Open Reaction Database (ORD), a public repository of structured organic reaction records. describe an organic reaction: reactants, conditions, products, and yield Reactants: [BH3-]C#N, CCC1C=C(C)CC(C)CC(OC)C2OC(O)(C(=O)C(=O)N3CCCCC3C(=O)OC(C(C)=CC3CCC(=O)C(Oc4ccccc4)C3)C(C)C(O)CC1=O)C(C)CC2OC, NCc1ccccc1, CC(C)O, [Na+], O. Yields the product CCC1C=C(C)CC(C)CC(OC)C2OC(O)(C(=O)C(=O)N3CCCCC3C(=O)OC(C(C)=CC3CCC(NCc4ccccc4)C(Oc4ccccc4)C3)C(C)C(O)CC1=O)C(C)CC2OC. As a reaction SMILES: [C:70]([BH3-:71])#[N:72].[CH2:1]([CH3:2])[CH:3]1[C:4](=[O:61])[CH2:5][CH:6]([OH:60])[CH:7]([CH3:59])[CH:8]([C:42](=[CH:43][CH:44]2[CH2:45][CH:46]([O:51][c:52]3[cH:53][cH:54][cH:55][cH:56][cH:57]3)[C:47](=[O:50])[CH2:48][CH2:49]2)[CH3:58])[O:9][C:10](=[O:41])[CH:11]2[CH2:12][CH2:13][CH2:14][CH2:15][N:16]2[C:17](=[O:40])[C:18](=[O:39])[C:19]2([OH:38])[CH:20]([CH3:37])[CH2:21][CH:22]([O:35][CH3:36])[CH:23]([CH:24]([O:32][CH3:33])[CH2:25][CH:26]([CH3:31])[CH2:27][C:28]([CH3:30])=[CH:29]1)[O:34]2.[CH2:62]([c:63]1[cH:64][cH:65][cH:66][cH:67][cH:68]1)[NH2:69].[CH:75]([OH:76])([CH3:77])[CH3:78].[Na+:73].[OH2:74]>>[CH2:1]([CH3:2])[CH:3]1[C:4](=[O:61])[CH2:5][CH:6]([OH:60])[CH:7]([CH3:59])[CH:8]([C:42](=[CH:43][CH:44]2[CH2:45][CH:46]([O:51][c:52]3[cH:53][cH:54][cH:55][cH:56][cH:57]3)[CH:47]([NH:69][CH2:62][c:63]3[cH:64][cH:65][cH:66][cH:67][cH:68]3)[CH2:48][CH2:49]2)[CH3:58])[O:9][C:10](=[O:41])[CH:11]2[CH2:12][CH2:13][CH2:14][CH2:15][N:16]2[C:17](=[O:40])[C:18](=[O:39])[C:19]2([OH:38])[CH:20]([CH3:37])[CH2:21][CH:22]([O:35][CH3:36])[CH:23]([CH:24]([O:32][CH3:33])[CH2:25][CH:26]([CH3:31])[CH2:27][C:28]([CH3:30])=[CH:29]1)[O:34]2. The product is N#Cc1ccc(N=C=O)cc1C(F)(F)F. RXN SMILES: [CH3:28][c:29]1[cH:30][cH:31][cH:32][cH:33][cH:34]1.[Cl:1][C:2]([Cl:3])([O:4][C:5]([O:6][C:7]([Cl:8])([Cl:9])[Cl:10])=[O:11])[Cl:12].[NH2:15][c:16]1[cH:17][c:18]([C:24]([F:25])([F:26])[F:27])[c:19]([C:20]#[N:21])[cH:22][cH:23]1.[Na+:14].[O:35]1[CH2:36][CH2:37][O:38][CH2:39][CH2:40]1.[OH-:13]>>[C:5](=[O:11])=[N:15][c:16]1[cH:17][c:18]([C:24]([F:25])([F:26])[F:27])[c:19]([C:20]#[N:21])[cH:22][cH:23]1. The reactants are Cc1ccccc1, O=C(OC(Cl)(Cl)Cl)OC(Cl)(Cl)Cl, N#Cc1ccc(N)cc1C(F)(F)F, [Na+], C1COCCO1, [OH-]. As a reaction SMILES: [C:25](=[O:26])([OH:27])[O-:28].[CH:1]1([CH:4]([OH:5])[c:6]2[n:7][nH:8][c:9]3[n:10][cH:11][cH:12][cH:13][c:14]23)[CH2:2][CH2:3]1.[Cl:22][CH2:23][Cl:24].[Na+:20].[Na+:21].[S:15]([O-:16])([O-:17])(=[O:18])=[S:19]>>[CH:1]1([C:4](=[O:5])[c:6]2[n:7][nH:8][c:9]3[n:10][cH:11][cH:12][cH:13][c:14]23)[CH2:2][CH2:3]1. The reactants are O=C([O-])O, OC(c1n[nH]c2ncccc12)C1CC1, ClCCl, [Na+], [Na+], O=S([O-])([O-])=S. The product is O=C(c1n[nH]c2ncccc12)C1CC1. Reactants: CCOc1cc(-c2ccc(C(C)=O)s2)nc(SC)n1, C1CCOC1, C[Si](C)(C)[N-][Si](C)(C)C, Cl, CCOC(=O)C(F)(F)F, [Li+], O. Product: CCOc1cc(-c2ccc(C(=O)CC(=O)C(F)(F)F)s2)nc(SC)n1. RXN SMILES: [CH2:1]([CH3:2])[O:3][c:4]1[cH:5][c:6](-[c:12]2[cH:13][cH:14][c:15]([C:17]([CH3:18])=[O:19])[s:16]2)[n:7][c:8]([S:10][CH3:11])[n:9]1.[CH2:40]1[O:41][CH2:42][CH2:43][CH2:44]1.[CH3:20][Si:21]([N-:22][Si:23]([CH3:24])([CH3:25])[CH3:26])([CH3:27])[CH3:28].[ClH:39].[F:30][C:31]([C:32](=[O:33])[O:34][CH2:35][CH3:36])([F:37])[F:38].[Li+:29].[OH2:45]>>[CH2:1]([CH3:2])[O:3][c:4]1[cH:5][c:6](-[c:12]2[cH:13][cH:14][c:15]([C:17]([CH2:18][C:32]([C:31]([F:30])([F:37])[F:38])=[O:33])=[O:19])[s:16]2)[n:7][c:8]([S:10][CH3:11])[n:9]1. Reactants: OC1=CC(OC(=C1)C1=CC2=C(OCCO2)C=C1)=O (4-hydroxy-6-(2,3-dihydrobenzo[1,4]dioxin-6-yl)-2H-pyran-2-one), N1CCCCC1 (piperidine), C(C)O (ethanol), C1CCC(C1)S (cyclopentylthiol). Solvent: C(C)(=O)O (acetic acid). Product: C1(CCCC1)SC(CC1CC1)C=1C(OC(=CC1O)C1=CC2=C(OCCO2)C=C1)=O (3-(1-Cyclopentylthio-2-cyclopropylethyl)-6-(2,3-dihydrobenzo[1,4]dioxin-6-yl)-4-hydroxy-2H-pyran-2-one). Reaction SMILES: [OH:1][C:2]1[CH:7]=[C:6]([C:8]2[CH:17]=[CH:16][C:11]3[O:12][CH2:13][CH2:14][O:15][C:10]=3[CH:9]=2)[O:5][C:4](=[O:18])[CH:3]=1.C(O)C.[CH2:22]1[CH2:26][CH:25]([SH:27])[CH2:24][CH2:23]1.N1[CH2:33][CH2:32][CH2:31][CH2:30][CH2:29]1>C(O)(=O)C>[CH:25]1([S:27][CH:29]([C:3]2[C:4](=[O:18])[O:5][C:6]([C:8]3[CH:17]=[CH:16][C:11]4[O:12][CH2:13][CH2:14][O:15][C:10]=4[CH:9]=3)=[CH:7][C:2]=2[OH:1])[CH2:30][CH:31]2[CH2:33][CH2:32]2)[CH2:26][CH2:22][CH2:23][CH2:24]1. Procedure: The title compound was prepared by Method C using 4-hydroxy-6-(2,3-dihydrobenzo[1,4]dioxin-6-yl)-2H-pyran-2-one (1.00 g, 4.06 mmol), ethanol (15 mL), cyclopropylmethylcarboxaldehyde (0.34 g, 4.06 mmol), cyclopentylthiol (0.83 g, 8.12 mmol), piperidine (1.0 mL), acetic acid (1.0 mL). m.p. 80-82° C.; 1H NMR (400 MHz, DMSO-d6) δ0.03 (m, 2H), 0.33 (m, 2H), 0.64 (m, 1H), 1.28-1.74 (m, 7H), 1.83-2.06 (m, 3H), 3.06 (m, 1H), 4.2 (m, 1H), 4.31 (m, 4H), 6.53 (s, 1H), 7.0 (d, 1H), 7.24 (d, 1H), 7.24 (dd, 2... Starting materials: O=Cc1ccccc1, CCc1nccn1N=Cc1ccccc1, Cl. Product: Cl, CCc1nccn1N. Reaction SMILES: [CH:16]([c:17]1[cH:18][cH:19][cH:20][cH:21][cH:22]1)=[O:23].[CH:1]([c:2]1[cH:3][cH:4][cH:5][cH:6][cH:7]1)=[N:8][n:9]1[c:10]([CH2:14][CH3:15])[n:11][cH:12][cH:13]1.[ClH:24]>>[ClH:24].[NH2:8][n:9]1[c:10]([CH2:14][CH3:15])[n:11][cH:12][cH:13]1. The reactants are Cl, NO, [Na+], O=C([O-])O, C1CCOC1, O=C(Cl)C=Cc1cccc(S(=O)(=O)NCc2cccc3ccccc23)c1. Product: O=C(C=Cc1cccc(S(=O)(=O)NCc2cccc3ccccc23)c1)NO. As a reaction SMILES: [ClH:1].[NH2:2][OH:3].[Na+:8].[O-:4][C:5]([OH:6])=[O:7].[O:35]1[CH2:36][CH2:37][CH2:38][CH2:39]1.[c:9]1([CH2:19][NH:20][S:21](=[O:22])(=[O:23])[c:24]2[cH:25][c:26]([CH:30]=[CH:31][C:32](=[O:33])[Cl:34])[cH:27][cH:28][cH:29]2)[cH:10][cH:11][cH:12][c:13]2[cH:14][cH:15][cH:16][cH:17][c:18]12>>[NH:2]([OH:3])[C:32]([CH:31]=[CH:30][c:26]1[cH:25][c:24]([S:21]([NH:20][CH2:19][c:9]2[cH:10][cH:11][cH:12][c:13]3[cH:14][cH:15][cH:16][cH:17][c:18]23)(=[O:22])=[O:23])[cH:29][cH:28][cH:27]1)=[O:33].